describe an organic reaction: reactants, conditions, products, and yield From a dataset of the Open Reaction Database (ORD), a public repository of structured organic reaction records. Reactants: CC(=O)Oc1cccc(C(N)=O)c1OC(C)=O, O=C(Cl)C(=O)Cl, ClCCCl. Yields the product CC(=O)Oc1cccc(C(=O)N=C=O)c1OC(C)=O. RXN SMILES: [C:7]([CH3:8])(=[O:9])[O:10][c:11]1[c:12]([C:13](=[O:14])[NH2:15])[cH:16][cH:17][cH:18][c:19]1[O:20][C:21]([CH3:22])=[O:23].[Cl:1][C:2](=[O:3])[C:4]([Cl:5])=[O:6].[Cl:24][CH2:25][CH2:26][Cl:27]>>[C:2](=[O:3])=[N:15][C:13]([c:12]1[c:11]([O:10][C:7]([CH3:8])=[O:9])[c:19]([O:20][C:21]([CH3:22])=[O:23])[cH:18][cH:17][cH:16]1)=[O:14]. Starting materials: ClCCl, Cl, c1cnc2ccc(Cn3nnc4ncc(-c5cnn(CCOC6CCCCO6)c5)nc43)cc2c1, C1COCCO1. Yields the product OCCn1cc(-c2cnc3nnn(Cc4ccc5ncccc5c4)c3n2)cn1. RXN SMILES: [Cl:42][CH2:43][Cl:44].[ClH:35].[O:1]1[CH2:2][CH2:3][CH2:4][CH2:5][CH:6]1[O:7][CH2:8][CH2:9][n:10]1[n:11][cH:12][c:13](-[c:15]2[cH:16][n:17][c:18]3[c:19]([n:20]2)[n:21]([CH2:24][c:25]2[cH:26][c:27]4[cH:28][cH:29][cH:30][n:31][c:32]4[cH:33][cH:34]2)[n:22][n:23]3)[cH:14]1.[O:36]1[CH2:37][CH2:38][O:39][CH2:40][CH2:41]1>>[OH:7][CH2:8][CH2:9][n:10]1[n:11][cH:12][c:13](-[c:15]2[cH:16][n:17][c:18]3[c:19]([n:20]2)[n:21]([CH2:24][c:25]2[cH:26][c:27]4[cH:28][cH:29][cH:30][n:31][c:32]4[cH:33][cH:34]2)[n:22][n:23]3)[cH:14]1. Starting materials: Oc1ccc(OCc2ccccc2)cc1, CN(C)C=O, O=[N+]([O-])c1ccc(F)cc1, [H-], [Na+]. The product is O=[N+]([O-])c1ccc(Oc2ccc(OCc3ccccc3)cc2)cc1. Reaction SMILES: [CH2:1]([c:2]1[cH:3][cH:4][cH:5][cH:6][cH:7]1)[O:8][c:9]1[cH:10][cH:11][c:12]([OH:15])[cH:13][cH:14]1.[CH3:28][N:29]([CH3:30])[CH:31]=[O:32].[F:18][c:19]1[cH:20][cH:21][c:22]([N+:25](=[O:26])[O-:27])[cH:23][cH:24]1.[H-:16].[Na+:17]>>[CH2:1]([c:2]1[cH:3][cH:4][cH:5][cH:6][cH:7]1)[O:8][c:9]1[cH:10][cH:11][c:12]([O:15][c:19]2[cH:20][cH:21][c:22]([N+:25](=[O:26])[O-:27])[cH:23][cH:24]2)[cH:13][cH:14]1. Reactants: O=C([O-])[O-], Cc1[nH]c2ccnc(Cl)c2c1Cc1ccccc1, Cc1ccccc1, [Cs+], [Cs+], OCc1ccc(F)cc1, O=C(C=Cc1ccccc1)C=Cc1ccccc1, O=C(C=Cc1ccccc1)C=Cc1ccccc1, O=C(C=Cc1ccccc1)C=Cc1ccccc1, [Pd], [Pd]. The product is Cl, Cc1[nH]c2ccnc(OCc3ccc(F)cc3)c2c1Cc1ccccc1. As a reaction SMILES: [C:1](=[O:2])([O-:3])[O-:4].[CH2:16]([c:17]1[cH:18][cH:19][cH:20][cH:21][cH:22]1)[c:23]1[c:24]([CH3:33])[nH:25][c:26]2[c:27]1[c:28]([Cl:32])[n:29][cH:30][cH:31]2.[CH3:34][c:35]1[cH:36][cH:37][cH:38][cH:39][cH:40]1.[Cs+:5].[Cs+:6].[F:7][c:8]1[cH:9][cH:10][c:11]([CH2:12][OH:13])[cH:14][cH:15]1.[O:43]=[C:44]([CH:45]=[CH:46][c:47]1[cH:48][cH:49][cH:50][cH:51][cH:52]1)[CH:53]=[CH:54][c:55]1[cH:56][cH:57][cH:58][cH:59][cH:60]1.[O:61]=[C:62]([CH:63]=[CH:64][c:65]1[cH:66][cH:67][cH:68][cH:69][cH:70]1)[CH:71]=[CH:72][c:73]1[cH:74][cH:75][cH:76][cH:77][cH:78]1.[O:79]=[C:80]([CH:81]=[CH:82][c:83]1[cH:84][cH:85][cH:86][cH:87][cH:88]1)[CH:89]=[CH:90][c:91]1[cH:92][cH:93][cH:94][cH:95][cH:96]1.[Pd:41].[Pd:42]>>[ClH:32].[F:7][c:8]1[cH:9][cH:10][c:11]([CH2:12][O:13][c:28]2[c:27]3[c:23]([CH2:16][c:17]4[cH:18][cH:19][cH:20][cH:21][cH:22]4)[c:24]([CH3:33])[nH:25][c:26]3[cH:31][cH:30][n:29]2)[cH:14][cH:15]1. Yields the product BrC=1C=CC=2N3C4=C(C=C(C=C4C2C1)O)C(C(=C3)C)=O (10-bromo-2-hydroxy-5-methyl-4H-pyrido[3,2,1-jk]carbazole-4-one). Reactants: BrC=1C=CC=2N3C4=C(C=C(C=C4C2C1)OC)C(C(=C3)C)=O (10-bromo-2-methoxy-5-methyl-4H-pyrido[3,2,1-jk]carbazole-4-one), B(Br)(Br)Br (boron tribromide), ice water. Reaction conditions: time 12 hour. Procedure details: 10-bromo-2-methoxy-5-methyl-4H-pyrido[3,2,1-jk]carbazole-4-one (4.8 g) obtained in Example 48 was suspended in anhydrous methylene chloride (400 ml), and boron tribromide (25 g) was added dropwise to the suspension at room temperature. The mixture was stirred at room temperature for 12 hours and the reaction mixture was poured into ice water (1500 ml) and the crystals precipitated were recovered by filtration. The resulting crude crystals were washed with ether, and recovered by filtration to ob... The solvent is C(Cl)Cl (methylene chloride). The yield is 99.9%. As a reaction SMILES: [Br:1][C:2]1[CH:3]=[CH:4][C:5]2[N:6]3[CH:19]=[C:18]([CH3:20])[C:17](=[O:21])[C:8]4[CH:9]=[C:10]([O:15]C)[CH:11]=[C:12]([C:13]=2[CH:14]=1)[C:7]3=4.B(Br)(Br)Br>C(Cl)Cl>[Br:1][C:2]1[CH:3]=[CH:4][C:5]2[N:6]3[CH:19]=[C:18]([CH3:20])[C:17](=[O:21])[C:8]4[CH:9]=[C:10]([OH:15])[CH:11]=[C:12]([C:13]=2[CH:14]=1)[C:7]3=4.